describe an organic reaction: reactants, conditions, products, and yield From a dataset of the Open Reaction Database (ORD), a public repository of structured organic reaction records. The reactants are C(=O)(Cl)Cl (phosgene), C1(CCCCC1)C1=NN=C(S1)N (5-Cyclohexyl-2-amino-1,3,4-thiadiazole). Solvent: C(C)(=O)OCC (ethyl acetate). Yields the product C1(CCCCC1)C1=NN=C(S1)N=C=O (5-cyclohexyl-1,3,4-thiadiazol-2-yl isocyanate). As a reaction SMILES: [C:1](Cl)(Cl)=[O:2].[CH:5]1([C:11]2[S:15][C:14]([NH2:16])=[N:13][N:12]=2)[CH2:10][CH2:9][CH2:8][CH2:7][CH2:6]1>C(OCC)(=O)C>[CH:5]1([C:11]2[S:15][C:14]([N:16]=[C:1]=[O:2])=[N:13][N:12]=2)[CH2:6][CH2:7][CH2:8][CH2:9][CH2:10]1. Procedure details: A saturated solution of phosgene in ethyl acetate (500 ml) is charged into a glass reaction vessel equipped with a mechanical stirrer. 5-Cyclohexyl-2-amino-1,3,4-thiadiazole (6 grams) is added to the reaction vessel, and the resulting mixture is stirred and heated at reflux for a period of about 4 hours, resulting in the formation of a precipitate. The reaction mixture is then purged with nitrogen gas to remove unreacted phosgene. The purged mixture is then filtered to recover the precipitate. T... Reactants: Cl (Hydrochloric acid), FC1=C(C=CC=C1)C1=CC(=CN1S(=O)(=O)C1=C(C=CC=C1)F)C=O (5-(2-Fluorophenyl)-1-[(2-fluorophenyl)sulfonyl]-1H-pyrrole-3-carbaldehyde), CO.CN (methylamine methanol), [BH4-].[Na+] (Sodium borohydride), C(O)([O-])=O.[Na+] (sodium hydrogencarbonate). The solvent is CO (methanol). Run at time 30 minute. The product is Cl.FC1=C(C=CC=C1)C1=CC(=CN1S(=O)(=O)C1=C(C=CC=C1)F)CNC (1-{5-(2-Fluorophenyl)-1-[(2-fluorophenyl)sulfonyl]-1H-pyrrol-3-yl}-N-methylmethanamine hydrochloride). Yield: 70.0%. Reaction SMILES: [F:1][C:2]1[CH:7]=[CH:6][CH:5]=[CH:4][C:3]=1[C:8]1[N:12]([S:13]([C:16]2[CH:21]=[CH:20][CH:19]=[CH:18][C:17]=2[F:22])(=[O:15])=[O:14])[CH:11]=[C:10]([CH:23]=O)[CH:9]=1.CO.[CH3:27][NH2:28].[BH4-].[Na+].[ClH:31].C(=O)([O-])O.[Na+]>CO>[ClH:31].[F:1][C:2]1[CH:7]=[CH:6][CH:5]=[CH:4][C:3]=1[C:8]1[N:12]([S:13]([C:16]2[CH:21]=[CH:20][CH:19]=[CH:18][C:17]=2[F:22])(=[O:15])=[O:14])[CH:11]=[C:10]([CH2:23][NH:28][CH3:27])[CH:9]=1 |f:1.2,3.4,6.7,9.10|. Procedure details: 5-(2-Fluorophenyl)-1-[(2-fluorophenyl)sulfonyl]-1H-pyrrole-3-carbaldehyde (330 mg) was dissolved in methanol (33 mL), 40% methylamine methanol solution (370 mg) was added at room temperature, and the mixture was stirred for 30 min. Sodium borohydride (108 mg) was added at room temperature, and the mixture was stirred for 10 min. 1 mol/L Hydrochloric acid (50 mL) was added, and the mixture was stirred for 5 min. The reaction mixture was alkalized with a saturated aqueous sodium hydrogencarbonate ... The reactants are COc1ccc2c(=O)[nH]c(Nc3cc[nH]n3)cc2c1, O=P(Cl)(Cl)Cl. Yields the product COc1ccc2c(Cl)nc(Nc3cc[nH]n3)cc2c1. As a reaction SMILES: [CH3:1][O:2][c:3]1[cH:4][c:5]2[cH:6][c:7]([NH:14][c:15]3[n:16][nH:17][cH:18][cH:19]3)[nH:8][c:9](=[O:13])[c:10]2[cH:11][cH:12]1.[P:20]([Cl:21])([Cl:22])([Cl:23])=[O:24]>>[CH3:1][O:2][c:3]1[cH:4][c:5]2[cH:6][c:7]([NH:14][c:15]3[n:16][nH:17][cH:18][cH:19]3)[n:8][c:9]([Cl:22])[c:10]2[cH:11][cH:12]1. Reactants: [Al+3], C1CCOC1, O=C(c1sccc1Cl)N1CCC(N2CCC(n3c(=O)[nH]c4ccccc43)CC2)CC1, [H-], [H-], [H-], [H-], [Li+]. The product is O=c1[nH]c2ccccc2n1C1CCN(C2CCN(Cc3sccc3Cl)CC2)CC1. Reaction SMILES: [Al+3:32].[CH2:37]1[O:38][CH2:39][CH2:40][CH2:41]1.[Cl:1][c:2]1[c:3]([C:7](=[O:8])[N:9]2[CH2:10][CH2:11][CH:12]([N:15]3[CH2:16][CH2:17][CH:18]([n:21]4[c:22](=[O:30])[nH:23][c:24]5[c:25]4[cH:26][cH:27][cH:28][cH:29]5)[CH2:19][CH2:20]3)[CH2:13][CH2:14]2)[s:4][cH:5][cH:6]1.[H-:31].[H-:34].[H-:35].[H-:36].[Li+:33]>>[Cl:1][c:2]1[c:3]([CH2:7][N:9]2[CH2:10][CH2:11][CH:12]([N:15]3[CH2:16][CH2:17][CH:18]([n:21]4[c:22](=[O:30])[nH:23][c:24]5[c:25]4[cH:26][cH:27][cH:28][cH:29]5)[CH2:19][CH2:20]3)[CH2:13][CH2:14]2)[s:4][cH:5][cH:6]1. The reactants are ClC1=CC=C(C=C1)C(CC(=O)OCC)C1=CN(C2=C(C=CC=C12)CSC)C(=O)OC(C)(C)C (tert-Butyl 3-[1-(4-chlorophenyl)-3-ethoxy-3-oxopropyl]-7-[(methylsulfanyl)methyl]-1H-indole-1-carboxylate), C(C)OC(C(C(C1=CC=C(C=C1)C(F)(F)F)C1=CN(C2=C(C=CC=C12)CSC)C(=O)OC(C)(C)C)C)=O (tert-Butyl 3-{3-ethoxy-2-methyl-3-oxo-1-[4-(trifluoromethyl)phenyl]propyl}-7-[(methylsulfanyl)methyl]-1H-indole-1-carboxylate). The product is ClC1=CC=C(C=C1)C(C(C(=O)OCC)C)C1=CN(C2=C(C=CC=C12)CSC)C(=O)OC(C)(C)C (tert-Butyl 3-[1-(4-chlorophenyl)-3-ethoxy-2-methyl-3-oxopropyl]-7-[(methylsulfanyl)methyl]-1H-indole-1-carboxylate). Reaction SMILES: [Cl:1][C:2]1[CH:7]=[CH:6][C:5]([CH:8]([C:15]2[C:23]3[C:18](=[C:19]([CH2:24][S:25][CH3:26])[CH:20]=[CH:21][CH:22]=3)[N:17]([C:27]([O:29][C:30]([CH3:33])([CH3:32])[CH3:31])=[O:28])[CH:16]=2)[CH2:9][C:10]([O:12][CH2:13][CH3:14])=[O:11])=[CH:4][CH:3]=1.[CH2:34](OC(=O)C(C)C(C1C2C(=C(CSC)C=CC=2)N(C(OC(C)(C)C)=O)C=1)C1C=CC(C(F)(F)F)=CC=1)C>>[Cl:1][C:2]1[CH:7]=[CH:6][C:5]([CH:8]([C:15]2[C:23]3[C:18](=[C:19]([CH2:24][S:25][CH3:26])[CH:20]=[CH:21][CH:22]=3)[N:17]([C:27]([O:29][C:30]([CH3:32])([CH3:31])[CH3:33])=[O:28])[CH:16]=2)[CH:9]([CH3:34])[C:10]([O:12][CH2:13][CH3:14])=[O:11])=[CH:4][CH:3]=1. Procedure details: The title compound was prepared starting from 1.62 g (91% purity, 3.01 mmol) of the compound from Example 30A in analogy to the synthesis of the compound from Example 27A. 0.89 g (59% of theory) of the title compound was obtained as mixture of diastereomers. Starting materials: O=C(C1CC1)N1CCC(Cc2n[nH]c(=O)n2-c2ccc(Br)c(F)c2F)C1, O=C([O-])[O-], CC1(C)OB(c2ccc3occc3c2)OC1(C)C, [Cs+], [Cs+]. The product is O=C(C1CC1)N1CCC(Cc2n[nH]c(=O)n2-c2ccc(-c3ccc4occc4c3)c(F)c2F)C1. As a reaction SMILES: [Br:1][c:2]1[c:3]([F:26])[c:4]([F:25])[c:5](-[n:8]2[c:9](=[O:24])[nH:10][n:11][c:12]2[CH2:13][CH:14]2[CH2:15][N:16]([C:19](=[O:20])[CH:21]3[CH2:22][CH2:23]3)[CH2:17][CH2:18]2)[cH:6][cH:7]1.[C:45](=[O:46])([O-:47])[O-:48].[CH3:27][C:28]1([CH3:29])[C:30]([CH3:31])([CH3:32])[O:33][B:34]([c:35]2[cH:36][cH:37][c:38]3[c:39]([cH:40][cH:41][o:42]3)[cH:43]2)[O:44]1.[Cs+:49].[Cs+:50]>>[c:2]1(-[c:35]2[cH:36][cH:37][c:38]3[c:39]([cH:40][cH:41][o:42]3)[cH:43]2)[c:3]([F:26])[c:4]([F:25])[c:5](-[n:8]2[c:9](=[O:24])[nH:10][n:11][c:12]2[CH2:13][CH:14]2[CH2:15][N:16]([C:19](=[O:20])[CH:21]3[CH2:22][CH2:23]3)[CH2:17][CH2:18]2)[cH:6][cH:7]1.